This data is from the Open Reaction Database (ORD), a public repository of structured organic reaction records. The task is: describe an organic reaction: reactants, conditions, products, and yield The reactants are C(C)(C)(C)OC(=O)N[C@H](CN(C=1SC(=C(N1)C(=O)OC)C=1C=C2C=CN=CC2=CC1)C(=O)OC(C)(C)C)CC1=CC=C(C=C1)C(F)(F)F (methyl 2-(((S)-2-(tert-butoxycarbonylamino)-3-(4-(trifluoromethyl)phenyl)propyl)(tert-butoxycarbonyl)amino)-5-(isoquinolin-6-yl)thiazole-4-carboxylate), NCCO (2-aminoethanol), C(=O)(C(F)(F)F)O (TFA). Product: N[C@H](CNC=1SC(=C(N1)C(=O)NCCO)C=1C=C2C=CN=CC2=CC1)CC1=CC=C(C=C1)C(F)(F)F (2-((S)-2-Amino-3-(4-(trifluoromethyl)phenyl)-propylamino)-N-(2-hydroxyethyl)-5-(isoquinolin-6-yl)thiazole-4-carboxamide). As a reaction SMILES: C(OC([NH:8][C@@H:9]([CH2:38][C:39]1[CH:44]=[CH:43][C:42]([C:45]([F:48])([F:47])[F:46])=[CH:41][CH:40]=1)[CH2:10][N:11](C(OC(C)(C)C)=O)[C:12]1[S:13][C:14]([C:21]2[CH:22]=[C:23]3[C:28](=[CH:29][CH:30]=2)[CH:27]=[N:26][CH:25]=[CH:24]3)=[C:15]([C:17]([O:19]C)=O)[N:16]=1)=O)(C)(C)C.[NH2:49][CH2:50][CH2:51][OH:52].C(O)(C(F)(F)F)=O>>[NH2:8][C@@H:9]([CH2:38][C:39]1[CH:40]=[CH:41][C:42]([C:45]([F:47])([F:46])[F:48])=[CH:43][CH:44]=1)[CH2:10][NH:11][C:12]1[S:13][C:14]([C:21]2[CH:22]=[C:23]3[C:28](=[CH:29][CH:30]=2)[CH:27]=[N:26][CH:25]=[CH:24]3)=[C:15]([C:17]([NH:49][CH2:50][CH2:51][OH:52])=[O:19])[N:16]=1. Procedure details: The title compound was synthesized by treating the intermediate methyl 2-(((S)-2-(tert-butoxycarbonylamino)-3-(4-(trifluoromethyl)phenyl)propyl)(tert-butoxycarbonyl)amino)-5-(isoquinolin-6-yl)thiazole-4-carboxylate with 2-aminoethanol followed with a TFA treatment to remove the tert-butoxycarbonyl protecting groups. LCMS (M+H) calc. for C25H25F3N5O2S 516.2. 1H NMR (400 MHz, CD3OD) δ ppm 9.70 (s, 1H) 8.53-8.60 (m, 1H) 8.38-8.46 (m, 2H) 8.36 (s, 1H) 8.10-8.19 (m, 1H) 7.73 (d, J=6.85 Hz, 2H) 7.58 (... Procedure: To a solution of 3-(3-{[2-(tert-butoxycarbonyl)pyridin-4-yl]oxy}phenyl)propanoic acid (prepared from tert-butyl 4-chloropyridine-2-carboxylate using the procedure described for Example 8, Step 1, 1.13 g, 32.9 mmol), in MeOH (15 mL) and toluene (15 mL) was added a 2.0M solution of trimethylsilyldiazomethane in hexane (3.29 mL, 65.8 mmol) dropwise. The mixture was stirred for 2 h. The solvents were evaporated and the residue was dissolved in EtOAc, washed with sat. NaHCO3 solution and brine, dried... The yield is 66.2%. The solvent is CO (MeOH). Starting materials: solution, C[Si](C)(C)C=[N+]=[N-] (trimethylsilyldiazomethane), CCCCCC (hexane), C1(=CC=CC=C1)C (toluene), C(C)(C)(C)OC(=O)C1=NC=CC(=C1)OC=1C=C(C=CC1)CCC(=O)O (3-(3-{[2-(tert-butoxycarbonyl)pyridin-4-yl]oxy}phenyl)propanoic acid), ClC1=CC(=NC=C1)C(=O)OC(C)(C)C (tert-butyl 4-chloropyridine-2-carboxylate). RXN SMILES: C(OC([C:8]1[CH:13]=[C:12]([O:14][C:15]2[CH:16]=[C:17]([CH2:21][CH2:22][C:23]([OH:25])=O)[CH:18]=[CH:19][CH:20]=2)[CH:11]=[CH:10][N:9]=1)=O)(C)(C)C.Cl[C:27]1[CH:32]=[CH:31][N:30]=[C:29]([C:33](OC(C)(C)C)=O)[CH:28]=1.C[Si](C=[N+:45]=[N-])(C)C.CCCCCC.[C:53]1([CH3:59])[CH:58]=CC=C[CH:54]=1>CO>[NH2:45][C:8]1[CH:13]=[C:12]([O:14][C:15]2[CH:16]=[C:17]([CH2:21][CH2:22][C:23]([NH:30][C:29]3[CH:33]=[CH:31][CH:32]=[C:27]([C:53]([CH3:59])([CH3:58])[CH3:54])[CH:28]=3)=[O:25])[CH:18]=[CH:19][CH:20]=2)[CH:11]=[CH:10][N:9]=1. Product: NC1=NC=CC(=C1)OC=1C=C(C=CC1)CCC(=O)NC1=CC(=CC=C1)C(C)(C)C (3-{3-[(2-aminopyridin-4-yl)oxy]phenyl}-N-(3-tert-butylphenyl)propanamide). Run at time 2 hour. Starting materials: ClCC#N (chloroacetonitrile), ClC=1C=C(C=CC1Cl)S[Si](C)(C)C (3,4-dichlorophenylthio(trimethyl)silane). The solvent is C(C)#N (acetonitrile), CN(P(N(C)C)(N(C)C)=O)C (hexamethylphosphoric triamide). Conditions: time 2 minute. Yields the product ClC=1C=C(C=CC1Cl)SCC#N ((3,4-dichlorophenylthio)acetonitrile). Isolated yield 96.9%. Reaction SMILES: Cl[CH2:2][C:3]#[N:4].[Cl:5][C:6]1[CH:7]=[C:8]([S:13][Si](C)(C)C)[CH:9]=[CH:10][C:11]=1[Cl:12]>C(#N)C.CN(C)P(=O)(N(C)C)N(C)C>[Cl:5][C:6]1[CH:7]=[C:8]([S:13][CH2:2][C:3]#[N:4])[CH:9]=[CH:10][C:11]=1[Cl:12]. Procedure details: 3.5 ml (55 mmoles) of chloroacetonitrile were added to a refluxing solution of 11.0 g (44 mmoles) of 3,4-dichlorophenylthio(trimethyl)silane in a mixture of 25 ml of acetonitrile and 10 ml of hexamethylphosphoric triamide and the reaction was complete with 2 minutes. The residue obtained after evaporation of the acetonitrile was dissolved in ethyl acetate, and the solution was washed with water, dried and evaporated to dryness to obtain 9.30 g (93% yield) of (3,4-dichlorophenylthio)acetonitrile ... The reactants are c1ccc(CC2CCNCC2)cc1, Cc1ccccc1, COC(=O)C1CCC(=O)N1. Yields the product O=C1CCC(C(=O)N2CCC(Cc3ccccc3)CC2)N1. RXN SMILES: [CH2:11]([c:12]1[cH:13][cH:14][cH:15][cH:16][cH:17]1)[CH:18]1[CH2:19][CH2:20][NH:21][CH2:22][CH2:23]1.[CH3:24][c:25]1[cH:26][cH:27][cH:28][cH:29][cH:30]1.[NH:1]1[CH:2]([C:7]([O:9][CH3:8])=[O:10])[CH2:3][CH2:4][C:5]1=[O:6]>>[NH:1]1[CH:2]([C:7](=[O:9])[N:21]2[CH2:20][CH2:19][CH:18]([CH2:11][c:12]3[cH:13][cH:14][cH:15][cH:16][cH:17]3)[CH2:23][CH2:22]2)[CH2:3][CH2:4][C:5]1=[O:6]. The reactants are S(=O)(=O)([O-])OOS(=O)(=O)[O-].[NH4+].[NH4+] (ammonium persulfate), CC(C(=O)O)(C)C (trimethylacetic acid), OS(=O)(=O)O (H2SO4), C(=O)=O (carbon dioxide), COC=1C=C2C=CC=NC2=C(C1)[N+](=O)[O-] (6-Methoxy-8-nitroquinoline), [NH4+].[OH-] (NH4OH). Reagents/catalysts: [N+](=O)([O-])[O-].[Ag+] (Silver nitrate). The solvent is O (water), CC#N (CH3CN). Conditions: temperature 70 celsius, time 10 minute. The product is C(C)(C)(C)C1=NC2=C(C=C(C=C2C=C1)OC)[N+](=O)[O-] (2-tert-Butyl-6-methoxy-8-nitroquinoline). The yield is 62.0%. Reaction SMILES: [CH3:1][O:2][C:3]1[CH:4]=[C:5]2[C:10](=[C:11]([N+:13]([O-:15])=[O:14])[CH:12]=1)[N:9]=[CH:8][CH:7]=[CH:6]2.[CH3:16][C:17](C)([CH3:21])[C:18](O)=O.OS(O)(=O)=O.S(OOS([O-])(=O)=O)([O-])(=O)=O.[NH4+].[NH4+].C(=O)=O.[NH4+].[OH-]>CC#N.O.[N+]([O-])([O-])=O.[Ag+]>[C:17]([C:8]1[CH:7]=[CH:6][C:5]2[C:10](=[C:11]([N+:13]([O-:15])=[O:14])[CH:12]=[C:3]([O:2][CH3:1])[CH:4]=2)[N:9]=1)([CH3:21])([CH3:18])[CH3:16] |f:3.4.5,7.8,11.12|. Procedure: 6-Methoxy-8-nitroquinoline (1 mmol) (scheme 1) was dissolved in CH3CN (5 mL) while reaction mixture was warmed to 70° C. Silver nitrate (0.6 mmol), trimethylacetic acid (2.5 mmol), and 10% H2SO4 (10 mL) was then added to the reaction mixture. A freshly prepared solution of ammonium persulfate (3 mmol) in water (10 mL) was added drop wise to the pre-heated (70° C.) mixture during 10 minutes. The heating source was then removed and reaction proceeded with evolution of carbon dioxide. After 10 minu... Reactants: CCOC(=O)C=CC=CCCNC(=O)OC(C)(C)C, CCO. Yields the product CC(C)(C)OC(=O)NCCC=CC=CC(=O)O. RXN SMILES: [C:1]([CH3:2])([CH3:3])([CH3:4])[O:5][C:6](=[O:7])[NH:8][CH2:9][CH2:10][CH:11]=[CH:12][CH:13]=[CH:14][C:15](=[O:16])[O:17][CH2:18][CH3:19].[CH3:20][CH2:21][OH:22]>>[C:1]([CH3:2])([CH3:3])([CH3:4])[O:5][C:6](=[O:7])[NH:8][CH2:9][CH2:10][CH:11]=[CH:12][CH:13]=[CH:14][C:15](=[O:16])[OH:17]. The reactants are Cc1cnc(NCCc2cccc(COCCNC(=O)OC(C)(C)C)c2)c(=O)n1CC(=O)O, Cc1c[nH]c2ccc(CN)cc12, CN1CCOCC1, CN(C)C=O, On1nnc2ccccc21. Yields the product Cc1c[nH]c2ccc(CNC(=O)Cn3c(C)cnc(NCCc4cccc(COCCNC(=O)OC(C)(C)C)c4)c3=O)cc12. RXN SMILES: [C:1]([CH3:2])([CH3:3])([CH3:4])[O:5][C:6](=[O:7])[NH:8][CH2:9][CH2:10][O:11][CH2:12][c:13]1[cH:14][c:15]([CH2:16][CH2:17][NH:18][c:19]2[c:20](=[O:30])[n:21]([CH2:26][C:27](=[O:28])[OH:29])[c:22]([CH3:25])[cH:23][n:24]2)[cH:31][cH:32][cH:33]1.[CH3:34][c:35]1[cH:36][nH:37][c:38]2[cH:39][cH:40][c:41]([CH2:44][NH2:45])[cH:42][c:43]12.[CH3:56][N:57]1[CH2:58][CH2:59][O:60][CH2:61][CH2:62]1.[CH3:63][N:64]([CH3:65])[CH:66]=[O:67].[OH:46][n:47]1[c:48]2[c:49]([cH:50][cH:51][cH:52][cH:53]2)[n:54][n:55]1>>[C:1]([CH3:2])([CH3:3])([CH3:4])[O:5][C:6](=[O:7])[NH:8][CH2:9][CH2:10][O:11][CH2:12][c:13]1[cH:14][c:15]([CH2:16][CH2:17][NH:18][c:19]2[c:20](=[O:30])[n:21]([CH2:26][C:27](=[O:29])[NH:45][CH2:44][c:41]3[cH:40][cH:39][c:38]4[nH:37][cH:36][c:35]([CH3:34])[c:43]4[cH:42]3)[c:22]([CH3:25])[cH:23][n:24]2)[cH:31][cH:32][cH:33]1.